From a dataset of the Open Reaction Database (ORD), a public repository of structured organic reaction records. describe an organic reaction: reactants, conditions, products, and yield The reactants are COC1=CC(=CC=C1)N (m-anisidine), COC1=C(C=CC=C1)C(C(=O)OCC)C(=O)OCC (diethyl 2-methoxyphenylmalonate), C(C)OCC (diethyl ether). Solvent: C1(=CC=CC=C1)OC1=CC=CC=C1 (diphenyl ether). Conditions: temperature 280 celsius. Yields the product OC1=C(C(NC2=CC(=CC=C12)OC)=O)C1=C(C=CC=C1)OC (4-hydroxy-7-methoxy-3-(2-methoxyphenyl)-2-quinolone). Isolated yield 90.7%. RXN SMILES: [CH3:1][O:2][C:3]1[CH:8]=[CH:7][CH:6]=[C:5]([NH2:9])[CH:4]=1.[CH3:10][O:11][C:12]1[CH:17]=[CH:16][CH:15]=[CH:14][C:13]=1[CH:18]([C:24](OCC)=[O:25])[C:19](OCC)=[O:20].C(OCC)C>C1(OC2C=CC=CC=2)C=CC=CC=1>[OH:25][C:24]1[C:6]2[C:5](=[CH:4][C:3]([O:2][CH3:1])=[CH:8][CH:7]=2)[NH:9][C:19](=[O:20])[C:18]=1[C:13]1[CH:14]=[CH:15][CH:16]=[CH:17][C:12]=1[O:11][CH3:10]. Reported procedure: A mixture of 2.7 g of m-anisidine and 5.32 g of diethyl 2-methoxyphenylmalonate in 20 ml of diphenyl ether was placed in a flask equipped with an air condenser, and heated at 270-290° C. for 2.5 hours. After cooling, to the reaction mixture there was added 80 ml of diethyl ether. The precipitates were collected by filtration, and washed with diethyl ether to obtain 5.39 g of 4-hydroxy-7-methoxy-3-(2-methoxyphenyl)-2-quinolone (yield: 90.7%).